From a dataset of the Open Reaction Database (ORD), a public repository of structured organic reaction records. describe an organic reaction: reactants, conditions, products, and yield The reactants are O (water), FC1=CC2=C(C=C1C#N)C1(C(N(C3=CC=CC=C13)CC1=NC=CC=C1)=O)CO2 (6-fluoro-2′-oxo-1′-(pyridin-2-ylmethyl)-1′,2′-dihydrospiro[1-benzofuran-3,3′-indole]-5-carbonitrile), C(C)(=O)NO (acetohydroxamic acid), C([O-])([O-])=O.[Cs+].[Cs+] (cesium carbonate). The solvent is CN(C=O)C (N,N-dimethylformamide). Run at time 18 hour. Product: NC1=NOC2=C1C=C1C(=C2)OCC12C(N(C1=CC=CC=C21)CC2=NC=CC=C2)=O (3-amino-1′-(pyridin-2-ylmethyl)spiro[furo[3,2-f][1,2]benzisoxazole-5,3′-indol]-2′(1′H)-one). The yield is 1.6%. Reaction SMILES: F[C:2]1[C:7]([C:8]#[N:9])=[CH:6][C:5]2[C:10]3([CH2:27][O:28][C:4]=2[CH:3]=1)[C:18]1[C:13](=[CH:14][CH:15]=[CH:16][CH:17]=1)[N:12]([CH2:19][C:20]1[CH:25]=[CH:24][CH:23]=[CH:22][N:21]=1)[C:11]3=[O:26].C([NH:32][OH:33])(=O)C.C(=O)([O-])[O-].[Cs+].[Cs+].O>CN(C)C=O>[NH2:9][C:8]1[C:7]2[CH:6]=[C:5]3[C:10]4([C:18]5[C:13](=[CH:14][CH:15]=[CH:16][CH:17]=5)[N:12]([CH2:19][C:20]5[CH:25]=[CH:24][CH:23]=[CH:22][N:21]=5)[C:11]4=[O:26])[CH2:27][O:28][C:4]3=[CH:3][C:2]=2[O:33][N:32]=1 |f:2.3.4|. Procedure details: To a stirred solution of 6-fluoro-2′-oxo-1′-(pyridin-2-ylmethyl)-1′,2′-dihydrospiro[1-benzofuran-3,3′-indole]-5-carbonitrile (0.40 g, 2.7 mol) and acetohydroxamic acid (0.60 g, 8.0 mmol) in N,N-dimethylformamide (20 mL) was added cesium carbonate (2.60 g, 8.0 mmol). The reaction mixture was stirred at ambient temperature for 18 h and water was added. The aqueous phase was extracted with ethyl acetate. The combined organic extracts were washed with water and brine, dried over anhydrous sodium sul... Product: C(C(C)=C)OC1=CC=C(C(=O)C2=CC=CC=C2)C=C1 (4-methallyloxybenzophenone). Reactants: OC1=CC=C(C(=O)C2=CC=CC=C2)C=C1 (4-hydroxybenzophenone), [I-].[Na+] (sodium iodide), C(C(C)=C)Cl (methallyl chloride), C([O-])([O-])=O.[K+].[K+] (potassium carbonate). Solvent: CC(=O)C (acetone). As a reaction SMILES: [OH:1][C:2]1[CH:15]=[CH:14][C:5]([C:6]([C:8]2[CH:13]=[CH:12][CH:11]=[CH:10][CH:9]=2)=[O:7])=[CH:4][CH:3]=1.[I-].[Na+].[CH2:18](Cl)[C:19](=[CH2:21])[CH3:20].C(=O)([O-])[O-].[K+].[K+]>CC(C)=O>[CH2:20]([O:1][C:2]1[CH:3]=[CH:4][C:5]([C:6]([C:8]2[CH:13]=[CH:12][CH:11]=[CH:10][CH:9]=2)=[O:7])=[CH:14][CH:15]=1)[C:19](=[CH2:18])[CH3:21] |f:1.2,4.5.6|. Procedure details: A mixture of 34 g of 4-hydroxybenzophenone, 1.0 g of sodium iodide, 18.7 ml of methallyl chloride, and 25 g of potassium carbonate in 350 ml of acetone was refluxed for 96 h. After cooling the reaction mixture was filtered, concentrated, dissolved in methylene chloride, washed with sodium hydroxide solution, washed with water, dried over magnesium sulfate, and concentrated to obtain crystalline product; 41.6 g; M.P.~85°-86.5° C. Reactants: Cl, Cc1ccc(C2(O)CCN(C)CC2)c(CO)c1. Product: Cc1ccc2c(c1)COC21CCN(C)CC1. As a reaction SMILES: [ClH:18].[OH:1][C:2]1([c:9]2[c:10]([CH2:16][OH:17])[cH:11][c:12]([CH3:15])[cH:13][cH:14]2)[CH2:3][CH2:4][N:5]([CH3:8])[CH2:6][CH2:7]1>>[C:2]12([CH2:3][CH2:4][N:5]([CH3:8])[CH2:6][CH2:7]1)[c:9]1[c:10]([cH:11][c:12]([CH3:15])[cH:13][cH:14]1)[CH2:16][O:17]2. Reactants: CCc1cccc(CC)c1-c1cc2cc[nH]c2cn1, CCOC(C)=O, Cc1cc(C)nc(Cl)n1, [H-], [Na+], CN(C)C=O, O. Product: CCc1cccc(CC)c1-c1cc2ccn(-c3nc(C)cc(C)n3)c2cn1. As a reaction SMILES: [CH2:1]([CH3:2])[c:3]1[c:4](-[c:11]2[cH:12][c:13]3[c:14]([cH:15][n:16]2)[nH:17][cH:18][cH:19]3)[c:5]([CH2:9][CH3:10])[cH:6][cH:7][cH:8]1.[CH3:37][CH2:38][O:39][C:40]([CH3:41])=[O:42].[Cl:22][c:23]1[n:24][c:25]([CH3:30])[cH:26][c:27]([CH3:29])[n:28]1.[H-:21].[Na+:20].[O:32]=[CH:33][N:34]([CH3:35])[CH3:36].[OH2:31]>>[CH2:1]([CH3:2])[c:3]1[c:4](-[c:11]2[cH:12][c:13]3[c:14]([cH:15][n:16]2)[n:17](-[c:23]2[n:24][c:25]([CH3:30])[cH:26][c:27]([CH3:29])[n:28]2)[cH:18][cH:19]3)[c:5]([CH2:9][CH3:10])[cH:6][cH:7][cH:8]1. Reactants: C(=NC1CCCCC1)=NC1CCCCC1, O=CO, ClCCl, CC1=NN=C(c2ccc(N)cc2)c2cc3c(cc2C1)OCO3. Product: CC1=NN=C(c2ccc(NC=O)cc2)c2cc3c(cc2C1)OCO3. Reaction SMILES: [CH:23]1([N:24]=[C:25]=[N:26][CH:27]2[CH2:28][CH2:29][CH2:30][CH2:31][CH2:32]2)[CH2:33][CH2:34][CH2:35][CH2:36][CH2:37]1.[CH:38](=[O:39])[OH:40].[Cl:41][CH2:42][Cl:43].[NH2:1][c:2]1[cH:3][cH:4][c:5]([C:8]2=[N:9][N:10]=[C:11]([CH3:22])[CH2:12][c:13]3[c:14]2[cH:15][c:16]2[c:17]([cH:18]3)[O:19][CH2:20][O:21]2)[cH:6][cH:7]1>>[NH:1]([c:2]1[cH:3][cH:4][c:5]([C:8]2=[N:9][N:10]=[C:11]([CH3:22])[CH2:12][c:13]3[c:14]2[cH:15][c:16]2[c:17]([cH:18]3)[O:19][CH2:20][O:21]2)[cH:6][cH:7]1)[CH:38]=[O:39]. The reactants are C(C)(=O)[O-].[Na+] (sodium acetate), ClC[Si](C)(C)OC ((chloromethyl)methoxydimethylsilane). Reagents/catalysts: [Br-].C(CCC)[P+](CCCC)(CCCC)CCCC (tetrabutylphosphonium bromide). Run at temperature 150 celsius, time 4 hour. Product: C(C)(=O)OC[Si](C)(C)OC ((acetoxymethyl)methoxydimethylsilane). Yield: 93.8%. As a reaction SMILES: [C:1]([O-:4])(=[O:3])[CH3:2].[Na+].Cl[CH2:7][Si:8]([O:11][CH3:12])([CH3:10])[CH3:9]>[Br-].C([P+](CCCC)(CCCC)CCCC)CCC>[C:1]([O:4][CH2:7][Si:8]([O:11][CH3:12])([CH3:10])[CH3:9])(=[O:3])[CH3:2] |f:0.1,3.4|. Reported procedure: A mixture of 61.1 kg of Hydroseal G 400 H and 50 kg (609.4 mol) of sodium acetate was dried by heating at 150° C./2 mbar for 1.5 h. After cooling down to below 120° C., the vacuum was broken with nitrogen, 3.76 kg (11.1 mol) of tetrabutylphosphonium bromide were added and the temperature was adjusted to 120° C. Then, under agitation, 73.2 kg (528 mol) of (chloromethyl)methoxydimethylsilane were metered in over 2.5 h. The mixture was subsequently stirred at the same temperature for a further 4 h....